This data is from the Open Reaction Database (ORD), a public repository of structured organic reaction records. The task is: describe an organic reaction: reactants, conditions, products, and yield The reactants are CC(=O)OC(C)=O, O=CO, CCOC(=O)c1c(C)cc(C(=O)O)c(N)c1C, O. The product is CCOC(=O)c1c(C)cc(C(=O)O)c(NC=O)c1C. Reaction SMILES: [CH3:4][C:5]([O:6][C:7](=[O:8])[CH3:9])=[O:10].[CH:1](=[O:2])[OH:3].[NH2:11][c:12]1[c:13]([C:14](=[O:15])[OH:16])[cH:17][c:18]([CH3:27])[c:19]([C:22](=[O:23])[O:24][CH2:25][CH3:26])[c:20]1[CH3:21].[OH2:28]>>[CH:1](=[O:2])[NH:11][c:12]1[c:13]([C:14](=[O:15])[OH:16])[cH:17][c:18]([CH3:27])[c:19]([C:22](=[O:23])[O:24][CH2:25][CH3:26])[c:20]1[CH3:21]. Reactants: FC1(CN(CC1)C1=C(C=O)C=CC=C1F)F (2-(3,3-Difluoropyrrolidin-1-yl)-3-fluorobenzaldehyde), CC(CCN)(C)C (3,3-dimethylbutan-1-amine). Solvent: C1(=CC=CC=C1)C (toluene). The product is FC1(CN(CC1)C1=C(C=NCCC(C)(C)C)C=CC=C1F)F (N-(2-(3,3-Difluoropyrrolidin-1-yl)-3-fluorobenzylidene)-3,3-dimethylbutan-1-amine). As a reaction SMILES: [F:1][C:2]1([F:16])[CH2:6][CH2:5][N:4]([C:7]2[C:14]([F:15])=[CH:13][CH:12]=[CH:11][C:8]=2[CH:9]=O)[CH2:3]1.[CH3:17][C:18]([CH3:23])([CH3:22])[CH2:19][CH2:20][NH2:21]>C1(C)C=CC=CC=1>[F:1][C:2]1([F:16])[CH2:6][CH2:5][N:4]([C:7]2[C:14]([F:15])=[CH:13][CH:12]=[CH:11][C:8]=2[CH:9]=[N:21][CH2:20][CH2:19][C:18]([CH3:23])([CH3:22])[CH3:17])[CH2:3]1. Procedure: 2-(3,3-Difluoropyrrolidin-1-yl)-3-fluorobenzaldehyde (400 mg, 1.745 mmol) was taken in toluene (15 mL) and 3,3-dimethylbutan-1-amine (176.6 mg, 234.8 μL, 1.745 mmol) was added. The reaction mixture was refluxed overnight with a Dean Stark trap to remove the water. The reaction mixture was then concentrated and used in the next step without further purification. The reactants are CCN(C(C)C)C(C)C, [Cl-], O=C(O)c1ccc(Cl)cc1, ClCCl, CCOC(=O)C1(N)CC1. The product is CCOC(=O)C1(NC(=O)c2ccc(Cl)cc2)CC1. Reaction SMILES: [CH:10]([N:11]([CH:12]([CH3:13])[CH3:14])[CH2:15][CH3:16])([CH3:17])[CH3:18].[Cl-:19].[Cl:20][c:21]1[cH:22][cH:23][c:24]([C:25](=[O:26])[OH:27])[cH:28][cH:29]1.[Cl:30][CH2:31][Cl:32].[NH2:1][C:2]1([C:5](=[O:6])[O:7][CH2:8][CH3:9])[CH2:3][CH2:4]1>>[NH:1]([C:2]1([C:5](=[O:6])[O:7][CH2:8][CH3:9])[CH2:3][CH2:4]1)[C:25]([c:24]1[cH:23][cH:22][c:21]([Cl:20])[cH:29][cH:28]1)=[O:26]. Reactants: imine, primary amine, imine, aldehyde, imine, C1(=CC=CC=C1)C=[N+]([O-])C(C)(C)C (α-phenyl-N-tert-butyl nitrone), C(C1=CC=CC=C1)=O (benzaldehyde), C(C)(C)(C)N (t-butyl amine). The solvent is O (water). The product is C(C1=CC=CC=C1)=NC(C)(C)C (benzylidene-t-butyl amine). Reaction SMILES: [C:1]1([CH:7]=[N+:8]([C:10]([CH3:13])([CH3:12])[CH3:11])[O-])[CH:6]=[CH:5][CH:4]=[CH:3][CH:2]=1.C(=O)C1C=CC=CC=1.C(N)(C)(C)C>O>[CH:7](=[N:8][C:10]([CH3:13])([CH3:12])[CH3:11])[C:1]1[CH:6]=[CH:5][CH:4]=[CH:3][CH:2]=1. Procedure details: The imine starting material may be commercially purchased or synthetically prepared. If desired, the imine may be prepared by a condensation reaction between an aldehyde and a primary amine. In one embodiment of the present invention, the imine precursor for α-phenyl-N-tert-butyl nitrone (PBN) is prepared by combining benzaldehyde and t-butyl amine at room temperature, in the absence of a solvent, to form the corresponding benzylidene-t-butyl amine (imine) and water. It was found that the result... The reactants are ClC1=NC=C(C(=N1)NC1=CC=C(C=C1)P(=O)(C)C)Cl (2,5-dichloro-N-[4-(dimethylphosphoryl)phenyl]pyrimidin-4-amine), COC1=NC(=CC=C1N)OC (2,6-Dimethoxypyridin-3-amine). Yields the product ClC=1C(=NC(=NC1)NC=1C(=NC(=CC1)P(=O)(C)C)OC)NC1=CC=C(C=C1)P(=O)(C)C (5-chloro-N2-[6-(dimethylphosphoryl)-2-methoxypyridin-3-yl]-N4-[4-(dimethylphosphoryl)phenyl]pyrimidine-2,4-diamine). RXN SMILES: Cl[C:2]1[N:7]=[C:6]([NH:8][C:9]2[CH:14]=[CH:13][C:12]([P:15]([CH3:18])([CH3:17])=[O:16])=[CH:11][CH:10]=2)[C:5]([Cl:19])=[CH:4][N:3]=1.[CH3:20][O:21][C:22]1[C:27]([NH2:28])=[CH:26][CH:25]=[C:24](OC)[N:23]=1>>[Cl:19][C:5]1[C:6]([NH:8][C:9]2[CH:14]=[CH:13][C:12]([P:15]([CH3:18])([CH3:17])=[O:16])=[CH:11][CH:10]=2)=[N:7][C:2]([NH:28][C:27]2[C:22]([O:21][CH3:20])=[N:23][C:24]([P:15]([CH3:17])([CH3:12])=[O:16])=[CH:25][CH:26]=2)=[N:3][CH:4]=1. Procedure: This compound can be prepared as in Example 32 by reacting 2,5-dichloro-N-[4-(dimethylphosphoryl)phenyl]pyrimidin-4-amine with 2,6-Dimethoxypyridin-3-amine.